From a dataset of the Open Reaction Database (ORD), a public repository of structured organic reaction records. describe an organic reaction: reactants, conditions, products, and yield The reactants are crude material, Cl.O1CCOCC1 (HCl dioxane), C(C)(C)(C)OC(=O)N1CC(C1)OC1=C(C=C(C=C1)N1C(C2=C(CC1)N=C(S2)C2=CC=C(C=C2)Cl)=O)OC (3-{4-[2-(4-chloro-phenyl)-4-oxo-6,7-dihydro-4H-thiazolo[5,4-c]pyridin-5-yl]-2-methoxy-phenoxy}-azetidine-1-carboxylic acid tert-butyl ester), FC(C(=O)O)(F)F (trifluoroacetic acid), [OH-].[Na+] (NaOH). The solvent is C(Cl)(Cl)Cl (CHCl3), C(Cl)Cl (CH2Cl2). Conditions: time 1 hour. Yields the product Cl.N1CC(C1)OC1=C(C=C(C=C1)N1C(C2=C(CC1)N=C(S2)C2=CC=C(C=C2)Cl)=O)OC (5-[4-(Azetidin-3-yloxy)-3-methoxy-phenyl]-2-(4-chloro-phenyl)-6,7-dihydro-5H-thiazolo[5,4-c]pyridin-4-one, hydrochloride salt). The yield is 21.4%. As a reaction SMILES: C(OC([N:8]1[CH2:11][CH:10]([O:12][C:13]2[CH:18]=[CH:17][C:16]([N:19]3[CH2:24][CH2:23][C:22]4[N:25]=[C:26]([C:28]5[CH:33]=[CH:32][C:31]([Cl:34])=[CH:30][CH:29]=5)[S:27][C:21]=4[C:20]3=[O:35])=[CH:15][C:14]=2[O:36][CH3:37])[CH2:9]1)=O)(C)(C)C.FC(F)(F)C(O)=O.[OH-].[Na+].Cl.O1CCOCC1>C(Cl)Cl.C(Cl)(Cl)Cl>[ClH:34].[NH:8]1[CH2:11][CH:10]([O:12][C:13]2[CH:18]=[CH:17][C:16]([N:19]3[CH2:24][CH2:23][C:22]4[N:25]=[C:26]([C:28]5[CH:29]=[CH:30][C:31]([Cl:34])=[CH:32][CH:33]=5)[S:27][C:21]=4[C:20]3=[O:35])=[CH:15][C:14]=2[O:36][CH3:37])[CH2:9]1 |f:2.3,4.5,8.9|. Procedure: Dissolve 3-{4-[2-(4-chloro-phenyl)-4-oxo-6,7-dihydro-4H-thiazolo[5,4-c]pyridin-5-yl]-2-methoxy-phenoxy}-azetidine-1-carboxylic acid tert-butyl ester (3.33 g, 6.16 mmol) in CH2Cl2 (21 mL) and add trifluoroacetic acid (7.25 mL). Stir for one hour at room temperature and then add 1 N NaOH to adjust to pH=8-10. Extract with EtOAc (3×50 mL) and wash with water (2×50 mL). Collect an off-white solid via vacuum filtration (2.15 g, 79%). Re-dissolve a portion of the crude material (300 mg, 0.68 mmol) in ... Starting materials: CO, [H][H], COC(=O)c1ccc2c(c1)OCC=C2. Product: COC(=O)c1ccc2c(c1)OCCC2. Reaction SMILES: [CH3:17][OH:18].[H:15][H:16].[O:1]1[CH2:2][CH:3]=[CH:4][c:5]2[cH:6][cH:7][c:8]([C:11](=[O:12])[O:13][CH3:14])[cH:9][c:10]21>>[O:1]1[CH2:2][CH2:3][CH2:4][c:5]2[cH:6][cH:7][c:8]([C:11](=[O:12])[O:13][CH3:14])[cH:9][c:10]21. Reactants: BrC1=CC=C(C=C1)C1=NC(=NC(=N1)C1=CC=C(C=C1)C(C)(C)C)C1=CC=C(C=C1)C(C)(C)C (2-(4-bromophenyl)-4,6-bis-(4-tert-butylphenyl)-1,3,5-triazine), C(=C)OB(O)C1=CC=CC=C1 (vinylphenylboronic acid), C([O-])([O-])=O.[Na+].[Na+] (sodium carbonate), C1CCOC1 (THF). The reagents and catalysts are C=1C=CC(=CC1)[P](C=2C=CC=CC2)(C=3C=CC=CC3)[Pd]([P](C=4C=CC=CC4)(C=5C=CC=CC5)C=6C=CC=CC6)([P](C=7C=CC=CC7)(C=8C=CC=CC8)C=9C=CC=CC9)[P](C=1C=CC=CC1)(C=1C=CC=CC1)C=1C=CC=CC1 (Pd(PPh3)4). Yields the product C(C)(C)(C)C1=CC=C(C=C1)C1=NC(=NC(=N1)C1=CC=C(C=C1)C(C)(C)C)C1=CC=C(C=C1)C1=CC=C(C=C1)C=C (2,4-Bis-(4-tert-butylphenyl)-6-(4′-vinylbiphenyl-4-yl)-1,3,5-triazine). RXN SMILES: Br[C:2]1[CH:7]=[CH:6][C:5]([C:8]2[N:13]=[C:12]([C:14]3[CH:19]=[CH:18][C:17]([C:20]([CH3:23])([CH3:22])[CH3:21])=[CH:16][CH:15]=3)[N:11]=[C:10]([C:24]3[CH:29]=[CH:28][C:27]([C:30]([CH3:33])([CH3:32])[CH3:31])=[CH:26][CH:25]=3)[N:9]=2)=[CH:4][CH:3]=1.C(OB([C:39]1[CH:44]=[CH:43][CH:42]=[CH:41][CH:40]=1)O)=C.C(=O)([O-])[O-].[Na+].[Na+].[CH2:51]1COC[CH2:52]1>C1C=CC([P]([Pd]([P](C2C=CC=CC=2)(C2C=CC=CC=2)C2C=CC=CC=2)([P](C2C=CC=CC=2)(C2C=CC=CC=2)C2C=CC=CC=2)[P](C2C=CC=CC=2)(C2C=CC=CC=2)C2C=CC=CC=2)(C2C=CC=CC=2)C2C=CC=CC=2)=CC=1>[C:20]([C:17]1[CH:18]=[CH:19][C:14]([C:12]2[N:11]=[C:10]([C:24]3[CH:25]=[CH:26][C:27]([C:30]([CH3:33])([CH3:32])[CH3:31])=[CH:28][CH:29]=3)[N:9]=[C:8]([C:5]3[CH:6]=[CH:7][C:2]([C:42]4[CH:41]=[CH:40][C:39]([CH:51]=[CH2:52])=[CH:44][CH:43]=4)=[CH:3][CH:4]=3)[N:13]=2)=[CH:15][CH:16]=1)([CH3:22])([CH3:23])[CH3:21] |f:2.3.4,^1:59,61,80,99|. Reported procedure: 2.0 g (0.0040 mol) of 2-(4-bromophenyl)-4,6-bis-(4-tert-butylphenyl)-1,3,5-triazine and 0.8878 g (0.006 mol) of vinylphenylboronic acid and 0.050 g (0.0432 mmol) of Pd(PPh3)4 are initially introduced. After addition of 26 ml of sodium carbonate solution and 54 ml of THF, the mixture is brought to reaction under reflux for 24 h. For work-up, the mixture is filtered through Celite and taken up in ethyl acetate. The organic phase is extracted a number of times with water. The solvent of the combine... Reactants: C(C)OC(=O)C1CCNCC1 (piperidine-4-carboxylic acid ethyl ester), ClC=1N=NC(=CC1)OC (3-chloro-6-methoxy-pyridazine), C1(=CC=CC=C1)C (toluene), CC(C)(C)[O-].[Na+] (NaOtBu), tris(dibenilideneacetone)dipalladium(0). The reagents and catalysts are C=1C=CC(=CC1)P(C=2C=CC=CC2)C3=CC=C4C=CC=CC4=C3C5=C6C=CC=CC6=CC=C5P(C=7C=CC=CC7)C=8C=CC=CC8 (BINAP). Run in CCOC(=O)C (AcOEt), O (H2O). Run at temperature 95 celsius. The product is C(C)OC(=O)C1CCN(CC1)C=1N=NC(=CC1)OC (1-(6-methoxy-pyridazin-3-yl)-piperidine-4-carboxylic acid ethyl ester). The yield is 40.2%. Reaction SMILES: [CH2:1]([O:3][C:4]([CH:6]1[CH2:11][CH2:10][NH:9][CH2:8][CH2:7]1)=[O:5])[CH3:2].Cl[C:13]1[N:14]=[N:15][C:16]([O:19][CH3:20])=[CH:17][CH:18]=1.C1(C)C=CC=CC=1.CC([O-])(C)C.[Na+]>CCOC(C)=O.O.C1C=CC(P(C2C(C3C(P(C4C=CC=CC=4)C4C=CC=CC=4)=CC=C4C=3C=CC=C4)=C3C(C=CC=C3)=CC=2)C2C=CC=CC=2)=CC=1>[CH2:1]([O:3][C:4]([CH:6]1[CH2:11][CH2:10][N:9]([C:13]2[N:14]=[N:15][C:16]([O:19][CH3:20])=[CH:17][CH:18]=2)[CH2:8][CH2:7]1)=[O:5])[CH3:2] |f:3.4|. Procedure: To a stirred solution of piperidine-4-carboxylic acid ethyl ester (5.66 g, 36.0 mmol) and 3-chloro-6-methoxy-pyridazine (4.34 g, 30 mmol) in toluene (60 mol) was added NaOtBu (3.46 g, 36 mol), BINAP (560 mg, 0.90 mmol) and tris(dibenilideneacetone)dipalladium(0) (549 mg, 0.60 mmol). The reaction mixture was heated at 95° C. for 1 hours, cooled down to RT, and diluted with AcOEt (500 mL) and H2O (50 mL). The organic layer was separated and washed with brine, dried over Na2SO4 and concentrated und...